Task: describe an organic reaction: reactants, conditions, products, and yield. Dataset: the Open Reaction Database (ORD), a public repository of structured organic reaction records Starting materials: [BH4-], CO, ClCCl, C=Cc1ccc(C#N)c(F)c1, [Na+]. Product: N#Cc1ccc(CO)cc1F. Reaction SMILES: [BH4-:12].[CH3:14][OH:15].[Cl:16][CH2:17][Cl:18].[F:1][c:2]1[c:3]([C:4]#[N:5])[cH:6][cH:7][c:8]([CH:10]=[CH2:11])[cH:9]1.[Na+:13]>>[F:1][c:2]1[c:3]([C:4]#[N:5])[cH:6][cH:7][c:8]([CH2:10][OH:15])[cH:9]1. Starting materials: COCCCCOS(C)(=O)=O, [H-], [Na+], CN(C)C=O, c1nc2c([nH]1)CCCC2. Yields the product COCCCCn1cnc2c1CCCC2. As a reaction SMILES: [CH3:12][S:13]([O:14][CH2:17][CH2:18][CH2:19][CH2:20][O:21][CH3:22])(=[O:15])=[O:16].[H-:10].[Na+:11].[O:23]=[CH:24][N:25]([CH3:26])[CH3:27].[nH:1]1[cH:2][n:3][c:4]2[c:5]1[CH2:6][CH2:7][CH2:8][CH2:9]2>>[n:1]1([CH2:17][CH2:18][CH2:19][CH2:20][O:21][CH3:22])[cH:2][n:3][c:4]2[c:5]1[CH2:6][CH2:7][CH2:8][CH2:9]2.